From a dataset of the Open Reaction Database (ORD), a public repository of structured organic reaction records. describe an organic reaction: reactants, conditions, products, and yield Starting materials: BrB(Br)Br, O=C([O-])O, COc1ccc(-n2nc(C(F)(F)F)cc2C=Cc2ccccc2)cc1, ClCCl, [Na+]. Product: Oc1ccc(-n2nc(C(F)(F)F)cc2C=Cc2ccccc2)cc1. RXN SMILES: [B:26]([Br:27])([Br:28])[Br:29].[C:30](=[O:31])([OH:32])[O-:33].[CH3:1][O:2][c:3]1[cH:4][cH:5][c:6](-[n:9]2[n:10][c:11]([C:22]([F:23])([F:24])[F:25])[cH:12][c:13]2[CH:14]=[CH:15][c:16]2[cH:17][cH:18][cH:19][cH:20][cH:21]2)[cH:7][cH:8]1.[Cl:35][CH2:36][Cl:37].[Na+:34]>>[OH:2][c:3]1[cH:4][cH:5][c:6](-[n:9]2[n:10][c:11]([C:22]([F:23])([F:24])[F:25])[cH:12][c:13]2[CH:14]=[CH:15][c:16]2[cH:17][cH:18][cH:19][cH:20][cH:21]2)[cH:7][cH:8]1.